Task: describe an organic reaction: reactants, conditions, products, and yield. Dataset: the Open Reaction Database (ORD), a public repository of structured organic reaction records Starting materials: [H-].[Na+] (Sodium hydride), C(C)C=1N(C2=C(C=NC=3C=CC=CC23)N1)CC(C)(O)C (1-(2-ethyl-1H-imidazo[4,5-c]quinolin-1-yl)-2-methylpropan-2-ol), C(=C)S(=O)(=O)C (methyl vinyl sulfone). Reagents/catalysts: O (water). Run in O1CCCC1 (tetrahydrofuran). Conditions: time 5 minute. Product: C(C)C=1N(C2=C(C=NC=3C=CC=CC23)N1)CC(C)(OCCS(=O)(=O)C)C (2-ethyl-1-{2-methyl-2-[2-(methylsulfonyl)ethoxy]propyl}-1H-imidazo[4,5-c]quinoline). Isolated yield 68.1%. RXN SMILES: [H-].[Na+].[CH2:3]([C:5]1[N:6]([CH2:18][C:19]([CH3:22])([OH:21])[CH3:20])[C:7]2[C:16]3[CH:15]=[CH:14][CH:13]=[CH:12][C:11]=3[N:10]=[CH:9][C:8]=2[N:17]=1)[CH3:4].[CH:23]([S:25]([CH3:28])(=[O:27])=[O:26])=[CH2:24]>O1CCCC1.O>[CH2:3]([C:5]1[N:6]([CH2:18][C:19]([CH3:22])([O:21][CH2:24][CH2:23][S:25]([CH3:28])(=[O:27])=[O:26])[CH3:20])[C:7]2[C:16]3[CH:15]=[CH:14][CH:13]=[CH:12][C:11]=3[N:10]=[CH:9][C:8]=2[N:17]=1)[CH3:4] |f:0.1|. Procedure details: Sodium hydride (60% dispersion in oil, 30 mg, 0.74 mmol) was added to a stirred solution of 1-(2-ethyl-1H-imidazo[4,5-c]quinolin-1-yl)-2-methylpropan-2-ol (2.00 g, 7.43 mmol) in tetrahydrofuran (30 mL). After five minutes, methyl vinyl sulfone (1.60 g, 14.9 mmol) was added dropwise. The reaction mixture was stirred at room temperature for 1.5 hours and a solid formed. A few drops of water were added to the mixture, which was then concentrated under reduced pressure to yield a solid that was puri... The reactants are CCOC(=O)c1cc(CC(C)C)[nH]n1, Cl, [Na+], C1COCCO1, [OH-]. Product: CC(C)Cc1cc(C(=O)O)n[nH]1. As a reaction SMILES: [CH2:1]([CH3:2])[O:3][C:4](=[O:5])[c:6]1[n:7][nH:8][c:9]([CH2:11][CH:12]([CH3:13])[CH3:14])[cH:10]1.[ClH:17].[Na+:16].[O:18]1[CH2:19][CH2:20][O:21][CH2:22][CH2:23]1.[OH-:15]>>[O:3]=[C:4]([OH:5])[c:6]1[n:7][nH:8][c:9]([CH2:11][CH:12]([CH3:13])[CH3:14])[cH:10]1. The reactants are BrC=1C(=NC(=NC1)NCC1=CC(=NO1)C)NC1=NNC(=C1)C (5-Bromo-2-(3-methylisoxazol-5-ylmethylamino)-4-(5-methyl-1H-pyrazol-3-ylamino) pyrimidine), NCCC=1OC=CC1 (2-(2-aminoethyl)furan). Solvent: C(CCC)O (1-butanol). Run at temperature 120 celsius. Product: BrC=1C(=NC(=NC1)NCCC=1OC=CC1)NC1=NNC(=C1)C (5-Bromo-2-(2-fur-2-ylethylamino)-4-(5-methyl-1H-pyrazol-3-ylamino)pyrimidine). Isolated yield 7.3%. RXN SMILES: [Br:1][C:2]1[C:3]([NH:16][C:17]2[CH:21]=[C:20]([CH3:22])[NH:19][N:18]=2)=[N:4][C:5]([NH:8][CH2:9][C:10]2ON=[C:12]([CH3:15])[CH:11]=2)=[N:6][CH:7]=1.NCC[C:26]1[O:27]C=CC=1>C(O)CCC>[Br:1][C:2]1[C:3]([NH:16][C:17]2[CH:21]=[C:20]([CH3:22])[NH:19][N:18]=2)=[N:4][C:5]([NH:8][CH2:9][CH2:10][C:11]2[O:27][CH:26]=[CH:15][CH:12]=2)=[N:6][CH:7]=1. Procedure details: A mixture of 5-bromo-2-chloro-4-(5-methyl-1H-pyrazol-3-ylamino)pyrimidine (Method 1; 290 mg, 11.0 mmol), 2-(2-aminoethyl)furan (330 mg, 3.0 mmol) and 1-butanol (5 ml) was heated at 120° C. for 5 hours. The mixture was allowed to cool to ambient temperature and the volatiles removed by evaporation. The residue was dissolved in DCM and washed with water followed by brine. The organics were separated, dried (MgSO4) and the solvent removed by evaporation. The residue was triturated with ether, the s...